From a dataset of the Open Reaction Database (ORD), a public repository of structured organic reaction records. describe an organic reaction: reactants, conditions, products, and yield The reactants are COC(=O)C1CN(c2ccc3c(c2)CC(C)N3C(=O)COCc2ccccc2)C(=O)O1, CO, [H][H]. The product is COC(=O)C1CN(c2ccc3c(c2)CC(C)N3C(=O)CO)C(=O)O1. As a reaction SMILES: [CH3:1][O:2][C:3](=[O:4])[CH:5]1[CH2:6][N:7]([c:11]2[cH:12][c:13]3[c:17]([cH:18][cH:19]2)[N:16]([C:20]([CH2:21][O:22][CH2:23][c:24]2[cH:25][cH:26][cH:27][cH:28][cH:29]2)=[O:30])[CH:15]([CH3:31])[CH2:14]3)[C:8](=[O:10])[O:9]1.[CH3:34][OH:35].[H:32][H:33]>>[CH3:1][O:2][C:3](=[O:4])[CH:5]1[CH2:6][N:7]([c:11]2[cH:12][c:13]3[c:17]([cH:18][cH:19]2)[N:16]([C:20]([CH2:21][OH:22])=[O:30])[CH:15]([CH3:31])[CH2:14]3)[C:8](=[O:10])[O:9]1. The reactants are C(C)C1(COC2=CC(=CC=C2C1CCCCCCCCCC(C(=O)O)CCCCCCC(C(F)(F)F)(F)F)O)C1=CC=C(C=C1)O (11-[(3RS,4RS)-3-ethyl-7-hydroxy-3-(4-hydroxyphenyl)chroman-4-yl]-2-(7,7,8,8,8-pentafluorooctyl)-undecanoic acid), FC(CCCCC(C(=O)OCC)CCCCCCC=C)(C(F)(F)F)F (ethyl 2-(5,5,6,6,6-pentafluorohexyl)-9-decenoate). Yields the product C(C)C1(COC2=CC(=CC=C2C1CCCCCCCCCC(C(=O)O)CCCCC(C(F)(F)F)(F)F)O)C1=CC=C(C=C1)O (11-[(3RS,4RS)-3-ethyl-7-hydroxy-3-(4-hydroxyphenyl)chroman-4-yl]-2-(5,5,6,6,6-pentafluorohexyl)undecanoic acid). RXN SMILES: [CH2:1]([C:3]1([C:40]2[CH:45]=[CH:44][C:43]([OH:46])=[CH:42][CH:41]=2)[CH:12]([CH2:13][CH2:14][CH2:15][CH2:16][CH2:17][CH2:18][CH2:19][CH2:20][CH2:21][CH:22]([CH2:26][CH2:27][CH2:28]CCCC(F)(F)C(F)(F)F)[C:23]([OH:25])=[O:24])[C:11]2[C:6](=[CH:7][C:8]([OH:39])=[CH:9][CH:10]=2)[O:5][CH2:4]1)[CH3:2].[F:47][C:48]([F:71])([C:67]([F:70])([F:69])[F:68])[CH2:49]CCCC(CCCCCCC=C)C(OCC)=O>>[CH2:1]([C:3]1([C:40]2[CH:41]=[CH:42][C:43]([OH:46])=[CH:44][CH:45]=2)[CH:12]([CH2:13][CH2:14][CH2:15][CH2:16][CH2:17][CH2:18][CH2:19][CH2:20][CH2:21][CH:22]([CH2:26][CH2:27][CH2:28][CH2:49][C:48]([F:71])([F:47])[C:67]([F:70])([F:69])[F:68])[C:23]([OH:25])=[O:24])[C:11]2[C:6](=[CH:7][C:8]([OH:39])=[CH:9][CH:10]=2)[O:5][CH2:4]1)[CH3:2]. Reported procedure: Starting with the allyl compound prepared in Example 21 and the ethyl 2-(5,5,6,6,6-pentafluorohexyl)-9-decenoate prepared in Example 5, the same procedure as shown in Example 21 was repeated to give 11-[(3RS,4RS)-3-ethyl-7-hydroxy-3-(4-hydroxyphenyl)chroman-4-yl]-2-(5,5,6,6,6-pentafluorohexyl)undecanoic acid. Reactants: ClCCBr, CC(C)(C)OC(=O)N1CCC(Nc2ccc(S(=O)(=O)c3ccccc3)cc2O)CC1, O=C([O-])[O-], CC#N, [K+], [K+]. The product is CC(C)(C)OC(=O)N1CCC(Nc2ccc(S(=O)(=O)c3ccccc3)cc2OCCCl)CC1. Reaction SMILES: [Br:37][CH2:38][CH2:39][Cl:40].[C:1]([CH3:2])([CH3:3])([CH3:4])[O:5][C:6](=[O:7])[N:8]1[CH2:9][CH2:10][CH:11]([NH:14][c:15]2[c:16]([OH:30])[cH:17][c:18]([S:21](=[O:22])(=[O:23])[c:24]3[cH:25][cH:26][cH:27][cH:28][cH:29]3)[cH:19][cH:20]2)[CH2:12][CH2:13]1.[C:31](=[O:32])([O-:33])[O-:34].[CH3:41][C:42]#[N:43].[K+:35].[K+:36]>>[C:1]([CH3:2])([CH3:3])([CH3:4])[O:5][C:6](=[O:7])[N:8]1[CH2:9][CH2:10][CH:11]([NH:14][c:15]2[c:16]([O:30][CH2:38][CH2:39][Cl:40])[cH:17][c:18]([S:21](=[O:22])(=[O:23])[c:24]3[cH:25][cH:26][cH:27][cH:28][cH:29]3)[cH:19][cH:20]2)[CH2:12][CH2:13]1. Starting materials: ClCCl, OF, CC(C=CC=Cc1ccc2cccccc1-2)=C(F)CO. The product is CC(C=CC=Cc1ccc2cccccc1-2)=C(F)C=O. Reaction SMILES: [Cl:23][CH2:24][Cl:25].[F:21][OH:22].[c:1]1([CH:11]=[CH:12][CH:13]=[CH:14][C:15](=[C:16]([CH2:17][OH:18])[F:19])[CH3:20])[cH:2][cH:3][c:4]2[cH:5][cH:6][cH:7][cH:8][cH:9][c:10]1-2>>[c:1]1([CH:11]=[CH:12][CH:13]=[CH:14][C:15](=[C:16]([CH:17]=[O:18])[F:19])[CH3:20])[cH:2][cH:3][c:4]2[cH:5][cH:6][cH:7][cH:8][cH:9][c:10]1-2. Starting materials: Cl, Cl, N#CO[K], COc1ccc(NN)cn1, O. Product: COc1ccc(NNC(N)=O)cn1. Reaction SMILES: [ClH:5].[ClH:6].[K:1][O:2][C:3]#[N:4].[NH:7]([NH2:8])[c:9]1[cH:10][cH:11][c:12]([O:15][CH3:16])[n:13][cH:14]1.[OH2:17]>>[O:2]=[C:3]([NH2:4])[NH:8][NH:7][c:9]1[cH:10][cH:11][c:12]([O:15][CH3:16])[n:13][cH:14]1. Reactants: CCOC(=O)CN(CCNC(=O)OC(C)(C)C)C(=O)CCn1cc(C)c(=O)[nH]c1=O, CO, [Na+], [OH-]. Yields the product Cc1cn(CCC(=O)N(CCNC(=O)OC(C)(C)C)CC(=O)O)c(=O)[nH]c1=O. As a reaction SMILES: [CH2:1]([CH3:2])[O:3][C:4]([CH2:5][N:6]([C:7]([CH2:8][CH2:9][n:10]1[c:11](=[O:12])[nH:13][c:14](=[O:15])[c:16]([CH3:17])[cH:18]1)=[O:19])[CH2:20][CH2:21][NH:22][C:23](=[O:24])[O:25][C:26]([CH3:27])([CH3:28])[CH3:29])=[O:30].[CH3:33][OH:34].[Na+:32].[OH-:31]>>[O:3]=[C:4]([CH2:5][N:6]([C:7]([CH2:8][CH2:9][n:10]1[c:11](=[O:12])[nH:13][c:14](=[O:15])[c:16]([CH3:17])[cH:18]1)=[O:19])[CH2:20][CH2:21][NH:22][C:23](=[O:24])[O:25][C:26]([CH3:27])([CH3:28])[CH3:29])[OH:30].